Dataset: the Open Reaction Database (ORD), a public repository of structured organic reaction records. Task: describe an organic reaction: reactants, conditions, products, and yield Procedure details: To a mixture of tert-butyl [(3R)-1-(trans-2-hydroxycyclohexyl)pyrrolidin-3-yl]carbamate (0.70 g, 2.46 mmol) and 60% NaH (0.108 g, 2.71 mmol) in DMF (5 mL) at 0° C. was added benzyl bromide (0.79 mL, 2.71 mmol). After being stirred overnight under N2, water and EtOAc were added. The aqueous layer was extracted with EtOAc (3×). The combined organic layers were dried (MgSO4), concentrated and flash chromatographed (EtOAc to 10% MeOH/EtOAc) to give 0.60 g of the title compound. MS (EI) calcd: (M+H)+... Isolated yield 65.1%. As a reaction SMILES: [OH:1][C@@H:2]1[CH2:7][CH2:6][CH2:5][CH2:4][C@H:3]1[N:8]1[CH2:12][CH2:11][C@@H:10]([NH:13][C:14](=[O:20])[O:15][C:16]([CH3:19])([CH3:18])[CH3:17])[CH2:9]1.[H-].[Na+].[CH2:23](Br)[C:24]1[CH:29]=[CH:28][CH:27]=[CH:26][CH:25]=1.O>CN(C=O)C.CCOC(C)=O>[CH2:23]([O:1][C@@H:2]1[CH2:7][CH2:6][CH2:5][CH2:4][C@H:3]1[N:8]1[CH2:12][CH2:11][C@@H:10]([NH:13][C:14](=[O:20])[O:15][C:16]([CH3:17])([CH3:19])[CH3:18])[CH2:9]1)[C:24]1[CH:29]=[CH:28][CH:27]=[CH:26][CH:25]=1 |f:1.2|. Yields the product C(C1=CC=CC=C1)O[C@H]1[C@@H](CCCC1)N1C[C@@H](CC1)NC(OC(C)(C)C)=O (tert-Butyl {(3R)-1-[trans-2-(Benzyloxy)cyclohexyl]pyrrolidin-3-yl}carbamate). Reactants: O (water), O[C@H]1[C@@H](CCCC1)N1C[C@@H](CC1)NC(OC(C)(C)C)=O (tert-butyl [(3R)-1-(trans-2-hydroxycyclohexyl)pyrrolidin-3-yl]carbamate), [H-].[Na+] (NaH), C(C1=CC=CC=C1)Br (benzyl bromide). The solvent is CCOC(=O)C (EtOAc), CN(C)C=O (DMF). Conditions: time 8 hour. Starting materials: CO, O=C(O)CCOc1ccccc1, O=S(=O)(O)O. Yields the product COC(=O)CCOc1ccccc1. Reaction SMILES: [CH3:18][OH:19].[O:1]([c:2]1[cH:3][cH:4][cH:5][cH:6][cH:7]1)[CH2:8][CH2:9][C:10](=[O:11])[OH:12].[S:13](=[O:14])(=[O:15])([OH:16])[OH:17]>>[O:1]([c:2]1[cH:3][cH:4][cH:5][cH:6][cH:7]1)[CH2:8][CH2:9][C:10](=[O:11])[O:12][CH3:18]. Reactants: CO, Cc1ccc(S(=O)(=O)n2ccc3c(CN4C(=O)C=CCC45CCN(C(=O)OC(C)(C)C)CC5)cccc32)cc1. Product: Cc1ccc(S(=O)(=O)n2ccc3c(CN4C(=O)CCCC45CCN(C(=O)OC(C)(C)C)CC5)cccc32)cc1. As a reaction SMILES: [CH3:40][OH:41].[O:1]=[C:2]1[N:3]([CH2:20][c:21]2[c:22]3[cH:23][cH:24][n:25]([S:30](=[O:31])(=[O:32])[c:33]4[cH:34][cH:35][c:36]([CH3:37])[cH:38][cH:39]4)[c:26]3[cH:27][cH:28][cH:29]2)[C:4]2([CH2:5][CH:6]=[CH:7]1)[CH2:8][CH2:9][N:10]([C:13](=[O:14])[O:15][C:16]([CH3:17])([CH3:18])[CH3:19])[CH2:11][CH2:12]2>>[O:1]=[C:2]1[N:3]([CH2:20][c:21]2[c:22]3[cH:23][cH:24][n:25]([S:30](=[O:31])(=[O:32])[c:33]4[cH:34][cH:35][c:36]([CH3:37])[cH:38][cH:39]4)[c:26]3[cH:27][cH:28][cH:29]2)[C:4]2([CH2:5][CH2:6][CH2:7]1)[CH2:8][CH2:9][N:10]([C:13](=[O:14])[O:15][C:16]([CH3:17])([CH3:18])[CH3:19])[CH2:11][CH2:12]2.